describe an organic reaction: reactants, conditions, products, and yield From a dataset of the Open Reaction Database (ORD), a public repository of structured organic reaction records. The reactants are CC(C)(C)NC(=O)c1ccc(Cl)nc1, C1CCOC1, CO, [Cl-], N#CC1=C(C#N)C(=O)C(Cl)=C(Cl)C1=O, Cc1ccccc1[Mg+]. Product: Cc1ccccc1-c1cc(Cl)ncc1C(=O)NC(C)(C)C. As a reaction SMILES: [C:10]([CH3:11])([CH3:12])([CH3:13])[NH:14][C:15]([c:16]1[cH:17][n:18][c:19]([Cl:22])[cH:20][cH:21]1)=[O:23].[CH2:40]1[O:41][CH2:42][CH2:43][CH2:44]1.[CH3:24][OH:25].[Cl-:1].[Cl:26][C:27]1=[C:38]([Cl:39])[C:36](=[O:37])[C:33]([C:34]#[N:35])=[C:30]([C:31]#[N:32])[C:28]1=[O:29].[c:2]1([CH3:9])[c:3]([Mg+:8])[cH:4][cH:5][cH:6][cH:7]1>>[c:2]1([CH3:9])[c:3](-[c:21]2[c:16]([C:15]([NH:14][C:10]([CH3:11])([CH3:12])[CH3:13])=[O:23])[cH:17][n:18][c:19]([Cl:22])[cH:20]2)[cH:4][cH:5][cH:6][cH:7]1.